Task: describe an organic reaction: reactants, conditions, products, and yield. Dataset: the Open Reaction Database (ORD), a public repository of structured organic reaction records Starting materials: NC(C#N)(CF)C (2-amino-3-fluoro-2-methylpropionitrile), ON1N=NC2=C1N=CC=C2 (1-hydroxy-7-azabenzotriazole), CN(CCCN=C=NCC)C (N-(3-dimethylaminopropyl)-N′-ethylcarbodiimide), Cl (HCl), C(#C)C=1C=NC2=CC=C(C=C2C1)OC(C(=O)O)SC ((3-ethynyl-quinolin-6-yloxy)-methylsulfanyl-acetic acid). Run in CN(C=O)C (dimethylformamide), C(C)N(CC)CC (triethylamine), [Cl-].[Na+].O (brine). Run at time 2 hour. The product is C(#N)C(CF)(C)NC(C(SC)OC=1C=C2C=C(C=NC2=CC1)C#C)=O (N-(1-cyano-2-fluoro-1-methyl-ethyl)-2-(3-ethynyl-quinolin-6-yloxy)-2-methylsulfanyl-acetamide). Yield: 82.1%. RXN SMILES: [NH2:1][C:2]([CH3:7])([CH2:5][F:6])[C:3]#[N:4].ON1C2N=CC=CC=2N=N1.CN(C)CCCN=C=NCC.Cl.[C:30]([C:32]1[CH:33]=[N:34][C:35]2[C:40]([CH:41]=1)=[CH:39][C:38]([O:42][CH:43]([S:47][CH3:48])[C:44](O)=[O:45])=[CH:37][CH:36]=2)#[CH:31]>CN(C)C=O.[Cl-].[Na+].O.C(N(CC)CC)C>[C:3]([C:2]([NH:1][C:44](=[O:45])[CH:43]([O:42][C:38]1[CH:39]=[C:40]2[C:35](=[CH:36][CH:37]=1)[N:34]=[CH:33][C:32]([C:30]#[CH:31])=[CH:41]2)[S:47][CH3:48])([CH3:7])[CH2:5][F:6])#[N:4] |f:6.7.8|. Reported procedure: To a solution of 2-amino-3-fluoro-2-methylpropionitrile (168 mg) in dry dimethylformamide (12 mL) were added triethylamine (0.22 mL), 1-hydroxy-7-azabenzotriazole (224 mg), N-(3-dimethylaminopropyl)-N′-ethylcarbodiimide.HCl (316 mg), then (3-ethynyl-quinolin-6-yloxy)-methylsulfanyl-acetic acid (450 mg). The reaction mixture was stirred at room temperature for 2 hours. The mixture was poured over brine and extracted twice with ethyl acetate (thrice). The organic layer was washed with water then w...